Dataset: the Open Reaction Database (ORD), a public repository of structured organic reaction records. Task: describe an organic reaction: reactants, conditions, products, and yield The reactants are O=C(NC1N=C(c2ccccc2)c2ccccc2NC1=O)OCc1ccccc1, CC(C)CI, ClCCl, CN(C)C=O, [Cl-], [H-], [Na+], [Na+]. The product is CC(C)CN1C(=O)C(NC(=O)OCc2ccccc2)N=C(c2ccccc2)c2ccccc21. RXN SMILES: [CH2:1]([c:2]1[cH:3][cH:4][cH:5][cH:6][cH:7]1)[O:8][C:9](=[O:10])[NH:11][CH:12]1[C:13](=[O:29])[NH:14][c:15]2[c:16]([cH:25][cH:26][cH:27][cH:28]2)[C:17]([c:19]2[cH:20][cH:21][cH:22][cH:23][cH:24]2)=[N:18]1.[CH2:32]([CH:33]([CH3:34])[CH3:35])[I:36].[CH2:44]([Cl:45])[Cl:46].[CH3:39][N:40]([CH3:41])[CH:42]=[O:43].[Cl-:38].[H-:30].[Na+:31].[Na+:37]>>[CH2:1]([c:2]1[cH:3][cH:4][cH:5][cH:6][cH:7]1)[O:8][C:9](=[O:10])[NH:11][CH:12]1[C:13](=[O:29])[N:14]([CH2:32][CH:33]([CH3:34])[CH3:35])[c:15]2[c:16]([cH:25][cH:26][cH:27][cH:28]2)[C:17]([c:19]2[cH:20][cH:21][cH:22][cH:23][cH:24]2)=[N:18]1. Reactants: ClC(=O)OC1=C(C=CC=C1)OC (2-methoxyphenyl chloroformate), C(C(C)O)O (propylene glycol). The product is COC1=C(OC(=O)OCC(C)O)C=CC=C1 (1-(2-Methoxyphenoxycarbonyloxy)-2-propanol). Reaction SMILES: Cl[C:2]([O:4][C:5]1[CH:10]=[CH:9][CH:8]=[CH:7][C:6]=1[O:11][CH3:12])=[O:3].[CH2:13]([OH:17])[CH:14]([OH:16])[CH3:15]>>[CH3:12][O:11][C:6]1[CH:7]=[CH:8][CH:9]=[CH:10][C:5]=1[O:4][C:2]([O:17][CH2:13][CH:14]([OH:16])[CH3:15])=[O:3]. Reported procedure: The reaction of 2-methoxyphenyl chloroformate with propylene glycol is conducted on a 0.01 mole scale employing the same conditions as described in Example III. A 0.9 g yield of the pure product is obtained as an oil. Reaction SMILES: [CH3:1][CH:2](CC)CC(=O)CC.C1C(N)=CC=C(N)C=1.C(C([NH:26][C:27]1[CH:32]=[CH:31][C:30]([NH:33][CH:34](CC)[CH2:35][CH:36]([CH3:39])[CH2:37][CH3:38])=[CH:29][CH:28]=1)CC(C)CC)C>>[CH2:1]([C:27]1([NH2:26])[CH:28]=[CH:29][C:30]([NH:33][CH2:34][CH2:35][CH:36]([CH3:39])[CH2:37][CH3:38])=[CH:31][CH2:32]1)[CH3:2]. Yields the product C(C)C1(CC=C(C=C1)NCCC(CC)C)N (1-ethyl-3-methylpentyl-p-phenylenediamine). The reactants are CC(CC(CC)=O)CC (5-methyl-3-heptanone), C1=CC(=CC=C1N)N (p-phenylenediamine), residue, C(C)C(CC(CC)C)NC1=CC=C(C=C1)NC(CC(CC)C)CC (N,N'-bis(1-ethyl-3-methylpentyl)-p-phenylenediamine), mono-Schiff's base, di-Schiff's base. Procedure details: A mixture of 768 g. (6 moles) 5-methyl-3-heptanone and 108 g. (1 mole) p-phenylenediamine was reacted and worked up in the same manner as that of Example 1 to give 330 g. (99%) residue of crude N,N'-bis(1-ethyl-3-methylpentyl)-p-phenylenediamine product [IVa, R2 =C2H5, R3 =CH2CH(CH3)C2H5 ] containing some mono-Schiff's base III-c and some di-Schiff's base III-d.